Dataset: the Open Reaction Database (ORD), a public repository of structured organic reaction records. Task: describe an organic reaction: reactants, conditions, products, and yield Starting materials: FC(C=1C=C(C=O)C=CC1)(F)F (3-(trifluoromethyl)benzaldehyde), CC(C(C(=O)N[C@H]1CC[C@@H]2CNC[C@@H]21)C2=CC=CC=C2)C (3-Methyl-N-[(3aR,4S,6aS)-octahydrocyclopenta[c]pyrrol-4-yl]-2-phenylbutanamide), C1(CCCCC1)C(C(=O)N[C@H]1CC[C@H]2CNC[C@H]21)C2CCCCC2 (2,2-dicyclohexyl-N-[(3aS,4S,6aR)-octahydrocyclopenta[c]pyrrol-4-yl]acetamide). Yields the product CC1=C(CN2C[C@@H]3[C@H](C2)[C@H](CC3)NC(C(C(C)C)C3=CC=CC=C3)=O)C(=CC=C1)C (N-[(3aR,4S,6aS)-2-(2,6-dimethylbenzyl)octahydrocyclopenta[c]pyrrol-4-yl]-3-methyl-2-phenylbutanamide). Reaction SMILES: F[C:2](F)(F)[C:3]1[CH:4]=[C:5]([CH:8]=[CH:9][CH:10]=1)[CH:6]=O.[CH3:13][CH:14]([CH3:33])[CH:15]([C:27]1[CH:32]=[CH:31][CH:30]=[CH:29][CH:28]=1)[C:16]([NH:18][C@@H:19]1[C@@H:26]2[C@@H:22]([CH2:23][NH:24][CH2:25]2)[CH2:21][CH2:20]1)=[O:17].[CH:34]1(C(C2CCCCC2)C(N[C@@H]2[C@H]3[C@H](CNC3)CC2)=O)CCCCC1>>[CH3:2][C:3]1[CH:10]=[CH:9][CH:8]=[C:5]([CH3:6])[C:4]=1[CH2:34][N:24]1[CH2:25][C@@H:26]2[C@@H:19]([NH:18][C:16](=[O:17])[CH:15]([C:27]3[CH:28]=[CH:29][CH:30]=[CH:31][CH:32]=3)[CH:14]([CH3:33])[CH3:13])[CH2:20][CH2:21][C@@H:22]2[CH2:23]1. Reported procedure: The title compound was prepared by substituting 2,6-dimethylbenzaldehyde for 3-(trifluoromethyl)benzaldehyde and 3-methyl-N-[(3aR,4S,6aS)-octahydrocyclopenta[c]pyrrol-4-yl]-2-phenylbutanamide from Example 83 Step A for 2,2-dicyclohexyl-N-[(3aS,4S,6aR)-octahydrocyclopenta[c]pyrrol-4-yl]acetamide in the procedure described for Example 54: 1H NMR (500 MHz, pyridine-d5) δ ppm 8.54-8.50 (m, J=6.7, 1H), 7.65-7.60 (m, 2H), 7.32 (t, J=7.1, 2H), 7.28-7.23 (m, 1H), 7.11 (dd, J=6.2, 14.3, 1H), 7.04 (t, J=8... The reactants are CC1=CC(=NC=C1)C1(CCNCC1)C#N (4-(4-methylpyridin-2-yl)piperidine-4-carbonitrile), C(C)(=O)O (acetic acid), C(C)(=O)O[BH-](OC(C)=O)OC(C)=O.[Na+] (sodium triacetoxyborohydride), C([O-])(O)=O.[Na+] (sodium bicarbonate), FC1=C(C=CC=C1)N1N=C2C(=CC(=C3C=CC=CN23)C=O)C1=O (2-(2-Fluorophenyl)-3-oxo-2,3-dihydropyrazolo[4,3-c]quinolizine-5-carbaldehyde). The solvent is ClCCCl (1,2-dichloroethane), C(C)#N (acetonitrile). Conditions: time 60 hour. The product is FC1=C(C=CC=C1)N1N=C2C(=CC(=C3C=CC=CN23)CN2CCC(CC2)(C#N)C2=NC=CC(=C2)C)C1=O (1-{[2-(2-Fluorophenyl)-3-oxo-2,3-dihydropyrazolo[4,3-c]quinolizin-5-yl]methyl}-4-(4-methylpyridin-2-yl)piperidine-4-carbonitrile). As a reaction SMILES: [F:1][C:2]1[CH:7]=[CH:6][CH:5]=[CH:4][C:3]=1[N:8]1[C:22](=[O:23])[C:11]2=[CH:12][C:13]([CH:20]=O)=[C:14]3[N:19]([C:10]2=[N:9]1)[CH:18]=[CH:17][CH:16]=[CH:15]3.[CH3:24][C:25]1[CH:30]=[CH:29][N:28]=[C:27]([C:31]2([C:37]#[N:38])[CH2:36][CH2:35][NH:34][CH2:33][CH2:32]2)[CH:26]=1.C(O)(=O)C.C(O[BH-](OC(=O)C)OC(=O)C)(=O)C.[Na+].C(=O)(O)[O-].[Na+]>ClCCCl.C(#N)C>[F:1][C:2]1[CH:7]=[CH:6][CH:5]=[CH:4][C:3]=1[N:8]1[C:22](=[O:23])[C:11]2=[CH:12][C:13]([CH2:20][N:34]3[CH2:35][CH2:36][C:31]([C:27]4[CH:26]=[C:25]([CH3:24])[CH:30]=[CH:29][N:28]=4)([C:37]#[N:38])[CH2:32][CH2:33]3)=[C:14]3[N:19]([C:10]2=[N:9]1)[CH:18]=[CH:17][CH:16]=[CH:15]3 |f:3.4,5.6|. Reported procedure: 2-(2-Fluorophenyl)-3-oxo-2,3-dihydropyrazolo[4,3-c]quinolizine-5-carbaldehyde (0.025 g, 0.081 mmol) was suspended in a mixture of 1,2-dichloroethane (2 mL) and acetonitrile (4 mL) containing powdered 4 Å molecular sieves and treated with 4-(4-methylpyridin-2-yl)piperidine-4-carbonitrile (0.018 g, 0.094 mmol. 1.2 equiv), acetic acid (0.028 mL, 0.49 mmol, 6.0 equiv), and sodium triacetoxyborohydride (0.034 g, 0.16 mmol, 2.0 equiv). After stirring at ambient temperature for 60 hours, the mixture wa... The reactants are BrC1=CC=C(C=C1)C(=O)N1CCN(CC1)C1=NC=C(C=C1C)C1CC1 ((4-bromophenyl)[4-(5-cyclopropyl-3-methylpyridin-2-yl)piperazin-1-yl]methanone), C(C1=CC=CC=C1)OCN1C(NC(C1=O)C)=O (3-benzyloxymethyl-5-methylimidazolidine-2,4-dione). Yields the product C(C1=CC=CC=C1)OCN1C(N(C(C1=O)C)C1=CC=C(C=C1)C(=O)N1CCN(CC1)C1=NC=C(C=C1C)C1CC1)=O (3-benzyloxymethyl-1-{4-[4-(5-cyclopropyl-3-methylpyridin-2-yl)piperazine-1-carbonyl]phenyl}-5-methylimidazolidine-2,4-dione). The yield is 64.6%. Reaction SMILES: Br[C:2]1[CH:7]=[CH:6][C:5]([C:8]([N:10]2[CH2:15][CH2:14][N:13]([C:16]3[C:21]([CH3:22])=[CH:20][C:19]([CH:23]4[CH2:25][CH2:24]4)=[CH:18][N:17]=3)[CH2:12][CH2:11]2)=[O:9])=[CH:4][CH:3]=1.[CH2:26]([O:33][CH2:34][N:35]1[C:39](=[O:40])[CH:38]([CH3:41])[NH:37][C:36]1=[O:42])[C:27]1[CH:32]=[CH:31][CH:30]=[CH:29][CH:28]=1>>[CH2:26]([O:33][CH2:34][N:35]1[C:39](=[O:40])[CH:38]([CH3:41])[N:37]([C:2]2[CH:7]=[CH:6][C:5]([C:8]([N:10]3[CH2:15][CH2:14][N:13]([C:16]4[C:21]([CH3:22])=[CH:20][C:19]([CH:23]5[CH2:25][CH2:24]5)=[CH:18][N:17]=4)[CH2:12][CH2:11]3)=[O:9])=[CH:4][CH:3]=2)[C:36]1=[O:42])[C:27]1[CH:32]=[CH:31][CH:30]=[CH:29][CH:28]=1. Procedure: Using (4-bromophenyl)[4-(5-cyclopropyl-3-methylpyridin-2-yl)piperazin-1-yl]methanone (320 mg) described in Preparation Example 185 and 3-benzyloxymethyl-5-methylimidazolidine-2,4-dione (225 mg) described in Preparation Example 206 and by the reaction and treatment in the same manner as in Example 536, the title compound (286 mg) was obtained. Starting materials: C(C)OCC (diethyl ether), BrCC(=O)C1=CC=C(OCC(=O)NCC2=CC=CC=C2)C=C1 (2-[4-(bromoacetyl)phenoxy]-N-(phenylmethyl)-acetamide), N1=CC=C(C=C1)N1CCNCC1 (1-(4-pyridyl)piperazine). Solvent: C(C)#N (acetonitrile), C(C)#N (acetonitrile). Run at time 8 hour. Yields the product N1=CC=C(C=C1)N1CCN(CC1)CC(=O)C1=CC=C(OCC(=O)NCC2=CC=CC=C2)C=C1 (2-[4-[2-[4-(4-Pyridyl)piperazin-1-yl]acetyl]phenoxy]-N-(phenylmethyl)acetamide). RXN SMILES: Br[CH2:2][C:3]([C:5]1[CH:22]=[CH:21][C:8]([O:9][CH2:10][C:11]([NH:13][CH2:14][C:15]2[CH:20]=[CH:19][CH:18]=[CH:17][CH:16]=2)=[O:12])=[CH:7][CH:6]=1)=[O:4].[N:23]1[CH:28]=[CH:27][C:26]([N:29]2[CH2:34][CH2:33][NH:32][CH2:31][CH2:30]2)=[CH:25][CH:24]=1.C(OCC)C>C(#N)C>[N:23]1[CH:28]=[CH:27][C:26]([N:29]2[CH2:30][CH2:31][N:32]([CH2:2][C:3]([C:5]3[CH:22]=[CH:21][C:8]([O:9][CH2:10][C:11]([NH:13][CH2:14][C:15]4[CH:20]=[CH:19][CH:18]=[CH:17][CH:16]=4)=[O:12])=[CH:7][CH:6]=3)=[O:4])[CH2:33][CH2:34]2)=[CH:25][CH:24]=1. Procedure details: A solution of 2-[4-(bromoacetyl)phenoxy]-N-(phenylmethyl)-acetamide (1.40 g) (preparation described in EP0 052442) in acetonitrile (5 ml) was added to a stirred solution of 1-(4-pyridyl)piperazine (1.14 g) in acetonitrile (20 ml). After stirring overnight the liquors were decanted from the residual gum, then concentrated in vacuo. Purification by flash chromatography on silica, eluting with 2 to 5% v/v methanol/dichloromethane, gave a solid. Trituration of this solid with diethyl ether gave the ...